From a dataset of the Open Reaction Database (ORD), a public repository of structured organic reaction records. describe an organic reaction: reactants, conditions, products, and yield The reactants are C(C)NC1=NC=C(C(=O)O)C=C1 (6-(ethylamino)nicotinic acid), CO (methanol), OS(=O)(=O)O (H2SO4). Product: C(C)NC1=NC=C(C(=O)OC)C=C1 (methyl 6-(ethylamino)nicotinoate). Isolated yield 84.0%. RXN SMILES: [CH2:1]([NH:3][C:4]1[CH:12]=[CH:11][C:7]([C:8]([OH:10])=[O:9])=[CH:6][N:5]=1)[CH3:2].OS(O)(=O)=O.[CH3:18]O>>[CH2:1]([NH:3][C:4]1[CH:12]=[CH:11][C:7]([C:8]([O:10][CH3:18])=[O:9])=[CH:6][N:5]=1)[CH3:2]. Reported procedure: A suspension of 6-(ethylamino)nicotinic acid (50 g, 0.3 mol) in methanol (500 ml) was treated with concentrated H2SO4 (30 mml). The reaction was heated at reflux for 18 hours. The reaction mixture was then evaporated, poured into ice water (1 L) and adjusted to pH 8 with solid sodium hydrogen carbonate (foaming). The aqueous mixture was extracted with ethyl acetate (3×300 ml) and the organic layers combined, dried (MgSO4) and evaporated to give methyl 6-(ethylamino)nicotinoate as an off-white so... The reactants are OC=1C=C2C=CC=C(C2=CC1)C(=O)O (6-hydroxy-1-naphthoic acid), COC=1C=C2C=CC=C(C2=CC1)C(=O)O (6-methoxy-1-naphthoic acid). Yields the product COC=1C=C2C=CC=C(C2=CC1)C(=O)OC (methyl 6-methoxy-1-naphthoate). As a reaction SMILES: O[C:2]1C=C2C(=CC=1)C(C(O)=O)=CC=C2.[CH3:15][O:16][C:17]1[CH:18]=[C:19]2[C:24](=[CH:25][CH:26]=1)[C:23]([C:27]([OH:29])=[O:28])=[CH:22][CH:21]=[CH:20]2>>[CH3:15][O:16][C:17]1[CH:18]=[C:19]2[C:24](=[CH:25][CH:26]=1)[C:23]([C:27]([O:29][CH3:2])=[O:28])=[CH:22][CH:21]=[CH:20]2. Procedure details: The process according to claim 1, wherein 6-hydroxy-1-naphthoic acid in the form of a mixture with 6-methoxy-1-naphthoic acid is reacted to give methyl 6-methoxy-1-naphthoate.